This data is from the Open Reaction Database (ORD), a public repository of structured organic reaction records. The task is: describe an organic reaction: reactants, conditions, products, and yield Starting materials: CC(C)(C)OO, CC(=CCO)CCCC(C)CCCC(C)CCCC(C)C, [Na+], [Na+], [Na+], [OH-], O=S([O-])[O-]. Yields the product CC(C)CCCC(C)CCCC(C)CCCC1(C)OC1CO. Reaction SMILES: [C:22]([CH3:24])([CH3:25])([O:26][OH:23])[CH3:27].[CH3:1][CH:2]([CH3:3])[CH2:4][CH2:5][CH2:6][CH:7]([CH3:8])[CH2:9][CH2:10][CH2:11][CH:12]([CH3:13])[CH2:14][CH2:15][CH2:16][C:17]([CH3:18])=[CH:19][CH2:20][OH:21].[Na+:32].[Na+:33].[Na+:35].[OH-:34].[S:28]([O-:29])([O-:30])=[O:31]>>[CH3:1][CH:2]([CH3:3])[CH2:4][CH2:5][CH2:6][CH:7]([CH3:8])[CH2:9][CH2:10][CH2:11][CH:12]([CH3:13])[CH2:14][CH2:15][CH2:16][C:17]1([CH3:18])[CH:19]([CH2:20][OH:21])[O:26]1. Starting materials: COC(=O)c1ccccc1O, C1CCOC1, OCCN1CCCC1, c1ccc(P(c2ccccc2)c2ccccc2)cc1. Yields the product COC(=O)c1ccccc1OCCN1CCCC1. Reaction SMILES: [C:20]([c:21]1[c:22]([OH:23])[cH:24][cH:25][cH:26][cH:27]1)(=[O:28])[O:29][CH3:30].[CH2:39]1[O:40][CH2:41][CH2:42][CH2:43]1.[OH:31][CH2:32][CH2:33][N:34]1[CH2:35][CH2:36][CH2:37][CH2:38]1.[c:1]1([P:2]([c:3]2[cH:4][cH:5][cH:6][cH:7][cH:8]2)[c:9]2[cH:10][cH:11][cH:12][cH:13][cH:14]2)[cH:15][cH:16][cH:17][cH:18][cH:19]1>>[C:20]([c:21]1[c:22]([O:23][CH2:32][CH2:33][N:34]2[CH2:35][CH2:36][CH2:37][CH2:38]2)[cH:24][cH:25][cH:26][cH:27]1)(=[O:28])[O:29][CH3:30]. Reactants: [BH3-]C#N, CNCc1cc([N+](=O)[O-])nn1C, CO, [Na+], O=C1COC1. Product: CN(Cc1cc([N+](=O)[O-])nn1C)C1COC1. As a reaction SMILES: [C:18]([BH3-:19])#[N:20].[CH3:1][NH:2][CH2:3][c:4]1[cH:5][c:6]([N+:10](=[O:11])[O-:12])[n:7][n:8]1[CH3:9].[CH3:22][OH:23].[Na+:21].[O:13]1[CH2:14][C:15](=[O:17])[CH2:16]1>>[CH3:1][N:2]([CH2:3][c:4]1[cH:5][c:6]([N+:10](=[O:11])[O-:12])[n:7][n:8]1[CH3:9])[CH:15]1[CH2:14][O:13][CH2:16]1. Starting materials: ClC1=CC(N(C(N1CC1=CC=C(C=C1)C1=C(C=CC=C1)C1=NN=NN1C(C1=CC=CC=C1)(C1=CC=CC=C1)C1=CC=CC=C1)=O)CCC)=O (6-chloro-3-propyl-1-[[2'-(N-trityltetrazol-5-yl)biphenyl-4-yl]methyl]pyrimidine-2,4(1H,3H)-dione), C(CCC)S (butylmercaptan), C([O-])([O-])=O.[K+].[K+] (potassium carbonate). Run in C(C)#N (acetonitrile). Product: C(CCC)SC1=CC(N(C(N1CC1=CC=C(C=C1)C1=C(C=CC=C1)C1=NN=NN1)=O)CCC)=O (6-Butylthio-3-propyl-1-[[2'-(1H-tetrazol-5-yl)biphenyl-4-yl]methyl]pyrimidine-2,4(1H,3H)-dione). Yield: 55.0%. Reaction SMILES: Cl[C:2]1[N:7]([CH2:8][C:9]2[CH:14]=[CH:13][C:12]([C:15]3[CH:20]=[CH:19][CH:18]=[CH:17][C:16]=3[C:21]3[N:25](C(C4C=CC=CC=4)(C4C=CC=CC=4)C4C=CC=CC=4)[N:24]=[N:23][N:22]=3)=[CH:11][CH:10]=2)[C:6](=[O:45])[N:5]([CH2:46][CH2:47][CH3:48])[C:4](=[O:49])[CH:3]=1.[CH2:50]([SH:54])[CH2:51][CH2:52][CH3:53].C(=O)([O-])[O-].[K+].[K+]>C(#N)C>[CH2:50]([S:54][C:2]1[N:7]([CH2:8][C:9]2[CH:10]=[CH:11][C:12]([C:15]3[CH:20]=[CH:19][CH:18]=[CH:17][C:16]=3[C:21]3[NH:22][N:23]=[N:24][N:25]=3)=[CH:13][CH:14]=2)[C:6](=[O:45])[N:5]([CH2:46][CH2:47][CH3:48])[C:4](=[O:49])[CH:3]=1)[CH2:51][CH2:52][CH3:53] |f:2.3.4|. Procedure details: A mixture of 6-chloro-3-propyl-1-[[2'-(N-trityltetrazol-5-yl)biphenyl-4-yl]methyl]pyrimidine-2,4(1H,3H)-dione (0.5 g), butylmercaptan (0.1 ml) and potassium carbonate (0.13 g) in acetonitrile (10 ml) was heated under reflux for 3 hours with stirring. The insoluble material was removed from the reaction mixture by filtration and the filtrate was concentrated to dryness. The resulting residue was dissolved in methanol (15 ml) and then 1N hydrochloric acid (1.5 ml) was added to the solution, follow... Starting materials: N(=C=O)C1=CC=C(C=C1)C (1-Isocyanato-4-methylbenzene), C(C)(=O)O (acetic acid), C(C)(C)(C)C1=C(C=CC=C1)C1=CNC2=CC=CC=C12 (3-(2-tert-Butylphenyl)-1H-indole), C[Si](C)(C)[N-][Si](C)(C)C.[Na+] (NaN(TMS)2). Solvent: O1CCCC1 (tetrahydrofuran), CO (methanol), O1CCCC1 (tetrahydrofuran), C1CCOC1 (THF). Reaction conditions: time 5 minute. Yields the product C(C)(C)(C)C1=C(C=CC=C1)C1=CN(C2=CC=CC=C12)C(=O)NC1=CC=C(C=C1)C (3-(2-tert-butylphenyl)-N-p-tolyl-1H-indole-1-carboxamide). Reaction SMILES: [C:1]([C:5]1[CH:10]=[CH:9][CH:8]=[CH:7][C:6]=1[C:11]1[C:19]2[C:14](=[CH:15][CH:16]=[CH:17][CH:18]=2)[NH:13][CH:12]=1)([CH3:4])([CH3:3])[CH3:2].C[Si]([N-][Si](C)(C)C)(C)C.[Na+].[N:30]([C:33]1[CH:38]=[CH:37][C:36]([CH3:39])=[CH:35][CH:34]=1)=[C:31]=[O:32].C(O)(=O)C>O1CCCC1.CO>[C:1]([C:5]1[CH:10]=[CH:9][CH:8]=[CH:7][C:6]=1[C:11]1[C:19]2[C:14](=[CH:15][CH:16]=[CH:17][CH:18]=2)[N:13]([C:31]([NH:30][C:33]2[CH:38]=[CH:37][C:36]([CH3:39])=[CH:35][CH:34]=2)=[O:32])[CH:12]=1)([CH3:4])([CH3:2])[CH3:3] |f:1.2|. Procedure: 3-(2-tert-Butylphenyl)-1H-indole (24.1 mg, 0.0967 mmol) in 0.5 mL anhydrous tetrahydrofuran was treated with 1M NaN(TMS)2 in THF (0.2 mL) and stirred for 5 minutes at ambient temperature. 1-Isocyanato-4-methylbenzene (15 μL, 0.116 mmol) in 0.5 mL anhydrous tetrahydrofuran was added and stirred for 5 minutes at ambient temperature. 50 μL acetic acid and 200 μL methanol are added and the reaction mixture charged to a silica gel column and purified by eluting with a gradient of ethyl acetate and he... The reactants are CCN=C=NCCCN(C)C, CN(C)c1ccncc1, ClCCl, O=[N+]([O-])c1cnc(N2CCNCC2)c2ccccc12, O=C(O)C1CC1. Product: O=C(C1CC1)N1CCN(c2ncc([N+](=O)[O-])c3ccccc23)CC1. As a reaction SMILES: [CH3:26][CH2:27][N:28]=[C:29]=[N:30][CH2:31][CH2:32][CH2:33][N:34]([CH3:35])[CH3:36].[CH3:37][N:38]([c:39]1[cH:40][cH:41][n:42][cH:43][cH:44]1)[CH3:45].[Cl:46][CH2:47][Cl:48].[N+:1](=[O:2])([O-:3])[c:4]1[cH:5][n:6][c:7]([N:14]2[CH2:15][CH2:16][NH:17][CH2:18][CH2:19]2)[c:8]2[cH:9][cH:10][cH:11][cH:12][c:13]12.[OH:20][C:21](=[O:22])[CH:23]1[CH2:24][CH2:25]1>>[N+:1](=[O:2])([O-:3])[c:4]1[cH:5][n:6][c:7]([N:14]2[CH2:15][CH2:16][N:17]([C:21](=[O:20])[CH:23]3[CH2:24][CH2:25]3)[CH2:18][CH2:19]2)[c:8]2[cH:9][cH:10][cH:11][cH:12][c:13]12. Reactants: C(C)(C)(C)OC[C@@H]1C(NCCN1)=O ((R)-3-(t-butoxymethyl)piperazine-2-one), C(C)(C)(C)OC[C@@H]1C(NCCN1)=O ((R)-3-(t-butoxymethyl)piperazine-2-one), C(CC(O)(C(=O)O)CC(=O)O)(=O)O (citric acid), C(C)(C)(C)OC(=O)N[C@@H](CC(=O)O)CC1=C(C=C(C(=C1)F)F)F ((R)-3-t-butoxycarbonylamino-4-(2,4,5-trifluorophenyl)butanoic acid), C(C)(C)(C)OC(=O)N[C@@H](CC(=O)O)CC1=C(C=C(C(=C1)F)F)F ((R)-3-t-butoxycarbonylamino-4-(2,4,5-trifluorophenyl)butanoic acid), bis(2,2′-benzothiazolyl)disulfide, C1(=CC=CC=C1)P(C1=CC=CC=C1)C1=CC=CC=C1 (triphenylphosphine). The solvent is C1(=CC=CC=C1)C (toluene), N1=CC=CC=C1 (pyridine), C1(=CC=CC=C1)C (toluene), C(C)(=O)OCC (ethyl acetate), C1(=CC=CC=C1)C (toluene), C(C)N(CC)CC (triethylamine). Reaction conditions: temperature 0 celsius, time 30 minute. Yields the product C(C)(C)(C)OC[C@H]1N(CCNC1=O)C(C[C@@H](CC1=C(C=C(C(=C1)F)F)F)NC(OC(C)(C)C)=O)=O (t-butyl (R)-4-[(R)-2-(t-butoxymethyl)-3-oxopiperazine-1-yl]-4-oxo-1-(2,4,5-trifluorophenyl)butane-2-ylcarbamate). The yield is 5.6%. As a reaction SMILES: [C:1]([O:5][C:6]([NH:8][C@H:9]([CH2:14][C:15]1[CH:20]=[C:19]([F:21])[C:18]([F:22])=[CH:17][C:16]=1[F:23])[CH2:10][C:11]([OH:13])=O)=[O:7])([CH3:4])([CH3:3])[CH3:2].C1(P(C2C=CC=CC=2)C2C=CC=CC=2)C=CC=CC=1.[C:43]([O:47][CH2:48][C@H:49]1[NH:54][CH2:53][CH2:52][NH:51][C:50]1=[O:55])([CH3:46])([CH3:45])[CH3:44].C(O)(=O)CC(CC(O)=O)(C(O)=O)O>C1(C)C=CC=CC=1.C(OCC)(=O)C.N1C=CC=CC=1.C(N(CC)CC)C>[C:43]([O:47][CH2:48][C@@H:49]1[C:50](=[O:55])[NH:51][CH2:52][CH2:53][N:54]1[C:11](=[O:13])[CH2:10][C@H:9]([NH:8][C:6](=[O:7])[O:5][C:1]([CH3:2])([CH3:3])[CH3:4])[CH2:14][C:15]1[CH:20]=[C:19]([F:21])[C:18]([F:22])=[CH:17][C:16]=1[F:23])([CH3:46])([CH3:44])[CH3:45]. Reported procedure: 10.0 g of (R)-3-t-butoxycarbonylamino-4-(2,4,5-trifluorophenyl)butanoic acid (Chemical Formula 2) produced in the above Example 1 was dissolved in 450 mL of toluene in 2 L flask; 13.0 g of bis(2,2′-benzothiazolyl)disulfide and 10.2 g of triphenylphosphine were added; and then the resulting reaction solution was cooled to 0° C. While stirring the reaction solution, a solution prepared by dissolving 0.8 mL of triethylamine to 20 mL of toluene was added, and then stirred for 5 hours at room tempera... Starting materials: COC=1C(=CC(=C(C1)C(C#N)(C)C)[N+](=O)[O-])OCCCN1CCCC1 (2-(5-Methoxy-2-nitro-4-(3-(pyrrolidin-1-yl)propoxy)phenyl)-2-methylpropanenitrile). Reagents/catalysts: [Zn] (zinc). Solvent: CC(=O)O (AcOH). Reaction conditions: temperature 90 celsius, time 30 minute. The product is COC=1C=C2C(C(=NC2=CC1OCCCN1CCCC1)N)(C)C (5-methoxy-3,3-dimethyl-6-(3-(pyrrolidin-1-yl)propoxy)-3H-indol-2-amine). Isolated yield 96.6%. Reaction SMILES: [CH3:1][O:2][C:3]1[C:4]([O:17][CH2:18][CH2:19][CH2:20][N:21]2[CH2:25][CH2:24][CH2:23][CH2:22]2)=[CH:5][C:6]([N+:14]([O-])=O)=[C:7]([C:9]([CH3:13])([CH3:12])[C:10]#[N:11])[CH:8]=1>CC(O)=O.[Zn]>[CH3:1][O:2][C:3]1[CH:8]=[C:7]2[C:6](=[CH:5][C:4]=1[O:17][CH2:18][CH2:19][CH2:20][N:21]1[CH2:25][CH2:24][CH2:23][CH2:22]1)[N:14]=[C:10]([NH2:11])[C:9]2([CH3:13])[CH3:12]. Procedure details: 2-(5-Methoxy-2-nitro-4-(3-(pyrrolidin-1-yl)propoxy)phenyl)-2-methylpropanenitrile (5.61 g, 16.15 mmol), from Step 1, in AcOH (100 mL) was treated with zinc (10.56 g, 161 mmol). The reaction was stirred at 90° C. for 30 min, filtered, and concentrated to dryness. The dried residue was taken into 4:1 THF:DCM and washed with saturated aqueous sodium bicarbonate solution. Aqueous washings were back-extracted with THF:DCM mixture 5 times. Organic layers were combined, dried (MgSO4), filtered and conc...